From a dataset of the Open Reaction Database (ORD), a public repository of structured organic reaction records. describe an organic reaction: reactants, conditions, products, and yield Reactants: O=Cc1cccc(Br)n1, CC(=O)O, O=C([O-])[O-], C1CCNCC1, ClCCl, [Na+], [Na+]. The product is Brc1cccc(CN2CCCCC2)n1. Reaction SMILES: [Br:1][c:2]1[cH:3][cH:4][cH:5][c:6]([CH:8]=[O:9])[n:7]1.[C:16]([OH:17])(=[O:18])[CH3:19].[C:20](=[O:21])([O-:22])[O-:23].[CH2:10]1[CH2:11][CH2:12][NH:13][CH2:14][CH2:15]1.[Cl:26][CH2:27][Cl:28].[Na+:24].[Na+:25]>>[Br:1][c:2]1[cH:3][cH:4][cH:5][c:6]([CH2:8][N:13]2[CH2:12][CH2:11][CH2:10][CH2:15][CH2:14]2)[n:7]1. The reactants are C(C)(=O)O (Acetic acid), C(C)(=O)O[BH-](OC(C)=O)OC(C)=O.[Na+] (Sodium triacetoxyborohydride), C(C)NC(=O)NC1=CC=C(C=C1)C=1N=C(C2=C(N1)[C@@H](N(CC2)CC)C)N2[C@H](COCC2)C (1-ethyl-3-(4-((S)-7-ethyl-8-methyl-4-((S)-3-methylmorpholino)-5,6,7,8-tetrahydropyrido[3,4-d]pyrimidin-2-yl)phenyl)urea), C(C)NC(=O)NC1=CC=C(C=C1)C=1N=C(C2=C(N1)C(NCC2)C)N2[C@H](COCC2)C (1-Ethyl-3-(4-(8-methyl-4-((S)-3-methylmorpholino)-5,6,7,8-tetrahydropyrido[3,4-d]pyrimidin-2-yl)phenyl)urea), CN(C=O)C (N,N-Dimethylformamide), C(C)=O (Acetaldehyde), C(C)=O (Acetaldehyde), C(C)(=O)O[BH-](OC(C)=O)OC(C)=O.[Na+] (Sodium triacetoxyborohydride), CN(C=O)C (N,N-Dimethylformamide), C(C)(=O)O (Acetic acid). The solvent is [OH-].[Na+] (NaOH), [OH-].[Na+] (NaOH). Conditions: time 8 hour. The product is C(C)NC(=O)NC1=CC=C(C=C1)C=1N=C(C2=C(N1)[C@H](N(CC2)CC)C)N2[C@H](COCC2)C (1-ethyl-3-(4-((R)-7-ethyl-8-methyl-4-((S)-3-methylmorpholino)-5,6,7,8-tetrahydropyrido[3,4-d]pyrimidin-2-yl)phenyl)urea). As a reaction SMILES: [CH2:1]([NH:3][C:4]([NH:6][C:7]1[CH:12]=[CH:11][C:10]([C:13]2[N:14]=[C:15]([N:26]3[CH2:31][CH2:30][O:29][CH2:28][C@@H:27]3[CH3:32])[C:16]3[CH2:22][CH2:21][N:20]([CH2:23][CH3:24])[C@@H:19]([CH3:25])[C:17]=3[N:18]=2)=[CH:9][CH:8]=1)=[O:5])[CH3:2].C(NC(NC1C=CC(C2N=C(N3CCOC[C@@H]3C)C3CCNC(C)C=3N=2)=CC=1)=O)C.CN(C)C=O.C(=O)C.C(O[BH-](OC(=O)C)OC(=O)C)(=O)C.[Na+].C(O)(=O)C>[OH-].[Na+]>[CH2:1]([NH:3][C:4]([NH:6][C:7]1[CH:8]=[CH:9][C:10]([C:13]2[N:14]=[C:15]([N:26]3[CH2:31][CH2:30][O:29][CH2:28][C@@H:27]3[CH3:32])[C:16]3[CH2:22][CH2:21][N:20]([CH2:23][CH3:24])[C@H:19]([CH3:25])[C:17]=3[N:18]=2)=[CH:11][CH:12]=1)=[O:5])[CH3:2] |f:4.5,7.8|. Procedure: and 1-ethyl-3-(4-((S)-7-ethyl-8-methyl-4-((S)-3-methylmorpholino)-5,6,7,8-tetrahydropyrido[3,4-d]pyrimidin-2-yl)phenyl)urea (ws2): (1-Ethyl-3-(4-(8-methyl-4-((S)-3-methylmorpholino)-5,6,7,8-tetrahydropyrido[3,4-d]pyrimidin-2-yl)phenyl)urea (0.172 g, 0.419 mmol) in dry N,N-Dimethylformamide (2.00 mL, 25.8 mmol) at 0° C. was added Acetaldehyde (0.0236 mL, 0.420 mmol). The reaction mixture was stirred at 0° C. for 5 minutes the added Sodium triacetoxyborohydride (0.182 g, 0.859 mmol) followed by Ac... Yields the product COC(=O)C=1C=C2C=3CCCCC3N(C2=CC1)CC (N-ethyl-1,2,3,4-tetrahydrocarbazole-6-carboxylic acid methyl ester). Reported procedure: 1,2,3,4-Tetrahydrocarbazole-6-carboxylic acid methyl ester (460 mg) prepared by the method described in Journal of Chemical Society, p.809 (1926) was dissolved in 2.5 mL of DMF, and the solution was added with 0.3 mL of ethyl iodide and 120 mg of sodium hydride and stirred at room temperature at 50° C. for 2 hours under a nitrogen flow. Then, the reaction mixture was added with water, neutralized with 2 N hydrochloric acid and extracted with ethyl acetate. The organic layer was washed with water... Run in CN(C)C=O (DMF), O (water). Reactants: COC(=O)C=1C=C2C=3CCCCC3NC2=CC1 (1,2,3,4-Tetrahydrocarbazole-6-carboxylic acid methyl ester), Cl (hydrochloric acid), C(C)I (ethyl iodide), [H-].[Na+] (sodium hydride). Reaction SMILES: [CH3:1][O:2][C:3]([C:5]1[CH:6]=[C:7]2[C:15](=[CH:16][CH:17]=1)[NH:14][C:13]1[CH2:12][CH2:11][CH2:10][CH2:9][C:8]2=1)=[O:4].[CH2:18](I)[CH3:19].[H-].[Na+].Cl>CN(C=O)C.O>[CH3:1][O:2][C:3]([C:5]1[CH:6]=[C:7]2[C:15](=[CH:16][CH:17]=1)[N:14]([CH2:18][CH3:19])[C:13]1[CH2:12][CH2:11][CH2:10][CH2:9][C:8]2=1)=[O:4] |f:2.3|. Conditions: temperature 50 celsius, time 2 hour. Reactants: C(C)(C)(C)OC(=O)N(C1=CC(=CC=C1)NC(CN1C(N(C2=C(C(=N1)C1CCCCC1)C=CC=C2)CC(C(C)(C)C)=O)=O)=O)CC(=O)O ([tert-Butoxycarbonyl-(3-{2-[5-cyclohexyl-1-(3,3-dimethyl-2-oxo-butyl)-2-oxo-1,2-dihydro-3H-1,3,4-benzotriazepin-3-yl]-acetylamino}-phenyl)-amino]-acetic acid). Solvent: FC(C(=O)O)(F)F (trifluoroacetic acid). Product: C1(CCCCC1)C1=NN(C(N(C2=C1C=CC=C2)CC(C(C)(C)C)=O)=O)CC(=O)NC=2C=C(C=CC2)NCC(=O)O ((3-{2-[5-Cyclohexyl-1-(3,3-dimethyl-2-oxo-butyl)-2-oxo-1,2-dihydro-3H-1,3,4-benzotriazepin-3-yl]-acetylamino}-phenylamino)-acetic acid). Isolated yield 73.9%. As a reaction SMILES: C(OC([N:8]([CH2:44][C:45]([OH:47])=[O:46])[C:9]1[CH:14]=[CH:13][CH:12]=[C:11]([NH:15][C:16](=[O:43])[CH2:17][N:18]2[N:24]=[C:23]([CH:25]3[CH2:30][CH2:29][CH2:28][CH2:27][CH2:26]3)[C:22]3[CH:31]=[CH:32][CH:33]=[CH:34][C:21]=3[N:20]([CH2:35][C:36](=[O:41])[C:37]([CH3:40])([CH3:39])[CH3:38])[C:19]2=[O:42])[CH:10]=1)=O)(C)(C)C>FC(F)(F)C(O)=O>[CH:25]1([C:23]2[C:22]3[CH:31]=[CH:32][CH:33]=[CH:34][C:21]=3[N:20]([CH2:35][C:36](=[O:41])[C:37]([CH3:40])([CH3:39])[CH3:38])[C:19](=[O:42])[N:18]([CH2:17][C:16]([NH:15][C:11]3[CH:10]=[C:9]([NH:8][CH2:44][C:45]([OH:47])=[O:46])[CH:14]=[CH:13][CH:12]=3)=[O:43])[N:24]=2)[CH2:26][CH2:27][CH2:28][CH2:29][CH2:30]1. Procedure details: [tert-Butoxycarbonyl-(3-{2-[5-cyclohexyl-1-(3,3-dimethyl-2-oxo-butyl)-2-oxo-1,2-dihydro-3H-1,3,4-benzotriazepin-3-yl]-acetylamino}-phenyl)-amino]-acetic acid (Example 51)(137 mg, 0.21 mmol) was stirred in trifluoroacetic acid for 2 h at room temperature. After concentration, the resulting gum was dissolved in DCM, washed with saturated NaHCO3 and then with 1N HCl. The organic phase was dried over MgSO4, filtered and the solvent was evaporated to afford the title compound as a yellow solid (85 mg... The reactants are Cl (HCl), OC1=C(C=CC=C1)C1=NN=NN1 (5-(2-hydroxyphenyl)-1H-tetrazole), C(C)(=O)Cl (acetyl chloride), [Cl-].[Al+3].[Cl-].[Cl-] (aluminum chloride). The solvent is C(Cl)Cl (methylene chloride). Yields the product OC1=C(C=C(C=C1)C(C)=O)C1=NN=NN1 (1-[4-hydroxy-3-(1H-tetrazol-5-yl)phenyl]ethanone). Isolated yield 39.2%. RXN SMILES: [OH:1][C:2]1[CH:7]=[CH:6][CH:5]=[CH:4][C:3]=1[C:8]1[NH:12][N:11]=[N:10][N:9]=1.[Cl-].[Al+3].[Cl-].[Cl-].[C:17](Cl)(=[O:19])[CH3:18].Cl>C(Cl)Cl>[OH:1][C:2]1[CH:7]=[CH:6][C:5]([C:17](=[O:19])[CH3:18])=[CH:4][C:3]=1[C:8]1[NH:12][N:11]=[N:10][N:9]=1 |f:1.2.3.4|. Reported procedure: A suspension of 16.2 g (0.1 mol) of 5-(2-hydroxyphenyl)-1H-tetrazole in 300 ml of dry methylene chloride is cooled in an ice bath, 39.9 g (0.3 mol) of anhydrous aluminum chloride are added and acetyl chloride 8.1 g (0.1 mol) is added via dropwise addition over a period of 5 minutes. The mixture is refluxed for 3.5 hours, cooled, and 200 ml of 2N HCl is added dropwise with stirring. The resulting precipitate is collected, washed with 2N HCl, water and recrystallized from an isopropanol-water mixt... Reactants: FC(C(=O)NC1=NN(CC1)C1=CC=C(C=C1)C(C(F)(F)F)=O)(F)F (2,2,2-Trifluoro-N-[1-(p-trifluoroacetylphenyl)-2-pyrazolin-3-yl]acetamide), ClCCl (dichloromethane), FC(C(=O)OC(C(F)(F)F)=O)(F)F (trifluoroacetic anhydride). The solvent is C(C)N(CC)CC (triethylamine). Run at time 30 minute. Yields the product FC(C(=O)NC1=NN(CC1)C1=CC=CC=C1)(F)F (2,2,2-Trifluoro-N-(1-phenyl-2-pyrazolin-3-yl)acetamide). As a reaction SMILES: [F:1][C:2]([F:24])([F:23])[C:3]([NH:5][C:6]1[CH2:10][CH2:9][N:8]([C:11]2[CH:16]=[CH:15][C:14](C(=O)C(F)(F)F)=[CH:13][CH:12]=2)[N:7]=1)=[O:4].ClCCl.FC(F)(F)C(OC(=O)C(F)(F)F)=O>C(N(CC)CC)C>[F:24][C:2]([F:1])([F:23])[C:3]([NH:5][C:6]1[CH2:10][CH2:9][N:8]([C:11]2[CH:12]=[CH:13][CH:14]=[CH:15][CH:16]=2)[N:7]=1)=[O:4]. Reported procedure: A mixture of 5.0 g. of 3-amino-1-phenyl-2-pyrazoline (prepared as described in Example 8), 200 ml. of dichloromethane, 5.0 ml. of triethylamine and 7.0 ml. of trifluoroacetic anhydride is allowed to remain at room temperature for 30 minutes. The mixture is evaporated to dryness in vacuo, then water is added to separate a semi-solid. The solid is dissolved in dichloromethane. The solution is dried over anhydrous sodium sulfate, columnized and recrystallized as for Example 14 (B) to give 3.0 g. of... Reactants: Pd(PPh3P)4, C(C1=CC=CC=C1)N1CC2=C(N=C(N=C2N2[C@@H](CN(CC2)C(C)=O)C)Cl)CC1 ((R)-1-(4-(6-benzyl-2-chloro-5,6,7,8-tetrahydropyrido[4,3-d]pyrimidin-4-yl)-3-methylpiperazin-1-yl)ethanone), CC1=CN(C2=CC=CC(=C12)B1OC(C(O1)(C)C)(C)C)S(=O)(=O)C1=CC=C(C)C=C1 (3-methyl-4-(4,4,5,5-tetramethyl-1,3,2-dioxaborolan-2-yl)-1-tosyl-1H-indole), C(=O)([O-])[O-].[Na+].[Na+] (Na2CO3). Run in COCCOC (DME). Run at temperature 140 celsius. Yields the product C(C1=CC=CC=C1)N1CC2=C(N=C(N=C2N2[C@@H](CN(CC2)C(C)=O)C)C2=C3C(=CN(C3=CC=C2)S(=O)(=O)C2=CC=C(C)C=C2)C)CC1 ((R)-1-(4-(6-benzyl-2-(3-methyl-1-tosyl-1H-indol-4-yl)-5,6,7,8-tetrahydropyrido[4,3-d]pyrimidin-4-yl)-3-methylpiperazin-1-yl)ethanone). RXN SMILES: [CH2:1]([N:8]1[CH2:28][CH2:27][C:11]2[N:12]=[C:13](Cl)[N:14]=[C:15]([N:16]3[CH2:21][CH2:20][N:19]([C:22](=[O:24])[CH3:23])[CH2:18][C@H:17]3[CH3:25])[C:10]=2[CH2:9]1)[C:2]1[CH:7]=[CH:6][CH:5]=[CH:4][CH:3]=1.[CH3:29][C:30]1[C:38]2[C:33](=[CH:34][CH:35]=[CH:36][C:37]=2B2OC(C)(C)C(C)(C)O2)[N:32]([S:48]([C:51]2[CH:57]=[CH:56][C:54]([CH3:55])=[CH:53][CH:52]=2)(=[O:50])=[O:49])[CH:31]=1.C([O-])([O-])=O.[Na+].[Na+]>COCCOC>[CH2:1]([N:8]1[CH2:28][CH2:27][C:11]2[N:12]=[C:13]([C:37]3[CH:36]=[CH:35][CH:34]=[C:33]4[C:38]=3[C:30]([CH3:29])=[CH:31][N:32]4[S:48]([C:51]3[CH:57]=[CH:56][C:54]([CH3:55])=[CH:53][CH:52]=3)(=[O:50])=[O:49])[N:14]=[C:15]([N:16]3[CH2:21][CH2:20][N:19]([C:22](=[O:24])[CH3:23])[CH2:18][C@H:17]3[CH3:25])[C:10]=2[CH2:9]1)[C:2]1[CH:7]=[CH:6][CH:5]=[CH:4][CH:3]=1 |f:2.3.4|. Procedure: A mixture of (R)-1-(4-(6-benzyl-2-chloro-5,6,7,8-tetrahydropyrido[4,3-d]pyrimidin-4-yl)-3-methylpiperazin-1-yl)ethanone (0.27 g, 0.675 mmol), 3-methyl-4-(4,4,5,5-tetramethyl-1,3,2-dioxaborolan-2-yl)-1-tosyl-1H-indole (0.305 g, 0.743 mmol) and 2 M aq Na2CO3 (1.1 mL, 2.19 mmol) in DME (3 mL) was degassed by sparging with argon. Pd(PPh3P)4 (0.117 g, 0.101 mmol) was then added and the mixture was heated in a microwave reactor at 140° C. for 1.5 h. The reaction was filtered and diluted with EtOAc, wa...